From a dataset of the Open Reaction Database (ORD), a public repository of structured organic reaction records. describe an organic reaction: reactants, conditions, products, and yield The reactants are NC=1SC(=CC1C(=O)OC)CCCC (2-amino-5-butyl-3-thiophenecarboxylic acid, methyl ester), ClC1=CC=C(C=N1)C(=O)O (6-chloro-3-pyridinecarboxylic acid). Yields the product C(CCC)C1=CC2=C(N=C3N(C2=O)C=C(C=C3)C(=O)O)S1 (2-butyl-4-oxo-4H-pyrido[1,2-a]thieno[2,3-d]pyrimidine-7-carboxylic acid). Reaction SMILES: [NH2:1][C:2]1[S:3][C:4]([CH2:11][CH2:12][CH2:13][CH3:14])=[CH:5][C:6]=1[C:7]([O:9]C)=O.Cl[C:16]1[N:21]=[CH:20][C:19]([C:22]([OH:24])=[O:23])=[CH:18][CH:17]=1>>[CH2:11]([C:4]1[S:3][C:2]2[N:1]=[C:16]3[CH:17]=[CH:18][C:19]([C:22]([OH:24])=[O:23])=[CH:20][N:21]3[C:7](=[O:9])[C:6]=2[CH:5]=1)[CH2:12][CH2:13][CH3:14]. Reported procedure: A mixture of 2-amino-5-butyl-3-thiophenecarboxylic acid, methyl ester, 21.33 g (0.1 mol) and 6-chloro-3-pyridinecarboxylic acid (Aldrich Chemical Company), 15.76 g (0.1 mol) is heated in a wax bath at 178°-180° C. for one hundred ninety minutes. The mixture is cooled, extracted with hot chloroform and the residue is dissolved in 300 ml of hot glacial acetic acid filtered and 600 ml of hot water added and the mixture stirred on a steam bath for forty minutes and filtered to give 1.23 g of 2-butyl... Starting materials: ClCCl, Nc1cccc(C(F)(F)F)c1, O=C=Nc1ccc(F)c([N+](=O)[O-])c1. Product: O=C(Nc1cccc(C(F)(F)F)c1)Nc1ccc(F)c([N+](=O)[O-])c1. As a reaction SMILES: [CH2:25]([Cl:26])[Cl:27].[F:14][C:15]([c:16]1[cH:17][c:18]([NH2:19])[cH:20][cH:21][cH:22]1)([F:23])[F:24].[F:1][c:2]1[c:3]([N+:11](=[O:12])[O-:13])[cH:4][c:5]([N:8]=[C:9]=[O:10])[cH:6][cH:7]1>>[F:1][c:2]1[c:3]([N+:11](=[O:12])[O-:13])[cH:4][c:5]([NH:8][C:9](=[O:10])[NH:19][c:18]2[cH:17][c:16]([C:15]([F:14])([F:23])[F:24])[cH:22][cH:21][cH:20]2)[cH:6][cH:7]1. The reactants are N(C)CC(=O)O (sarcosine), P(O)(O)O (orthophosphorous acid), Cl (hydrochloric acid). Yields the product Cl.CN(CC(=O)O)OP(=O)(O)CC(=O)O (2-(N-methyl-N-carboxymethylamino)phosphonoacetic acid hydrochloride). As a reaction SMILES: [NH:1]([CH2:3][C:4]([OH:6])=[O:5])[CH3:2].[P:7]([OH:10])([OH:9])[OH:8].[ClH:11]>>[ClH:11].[CH3:2][N:1]([O:8][P:7]([CH2:3][C:4]([OH:6])=[O:5])([OH:10])=[O:9])[CH2:3][C:4]([OH:6])=[O:5] |f:3.4|. Procedure: In a like manner to Example 1, a solution of sarcosine (8.9 parts by weight), orthophosphorous acid (8.2 parts by weight) in 100 parts by weight of 18% hydrochloric acid is reacted to give, on evaporation, 25.8 parts by weight of 2-(N-methyl-N-carboxymethylamino)phosphonoacetic acid hydrochloride as a pale yellow amorphous solid having a 31P-nmr signal at 13.3 ppm downfield from H3PO4 in water (JP-CH =18H3). The reactants are [N-]=[N+]=[N-].[Na+] (NaN3), COC(C1=CC(=C(C=C1)N)I)=O (4-Amino-3-iodo-benzoic acid methyl ester), N(=O)[O-].[Na+] (NaNO2), Cl (HCl), final mixture. Solvent: O (water), O (water). Reaction conditions: temperature 0 celsius, time 4 hour. Yields the product COC(C1=CC(=C(C=C1)N=[N+]=[N-])I)=O (4-Azido-3-iodo-benzoic acid methyl ester). As a reaction SMILES: [CH3:1][O:2][C:3](=[O:12])[C:4]1[CH:9]=[CH:8][C:7]([NH2:10])=[C:6]([I:11])[CH:5]=1.N([O-])=O.[Na+].Cl.[N-:18]=[N+:19]=[N-].[Na+]>O>[CH3:1][O:2][C:3](=[O:12])[C:4]1[CH:9]=[CH:8][C:7]([N:10]=[N+:18]=[N-:19])=[C:6]([I:11])[CH:5]=1 |f:1.2,4.5|. Procedure details: To a suspension of the 4-amino-3-iodo-benzoic acid methyl ester from Step 1 (1.0 eq) in water (0.36M) was added NaNO2 (1.2 eq). The resulting mixture was cooled to 0° C. and aqueous HCl (6M; 2.5 eq) was added dropwise over 45 min. The mixture was stirred at 0° C. for 4 h, then NaN3 (1.1) dissolved in water (1.0M) was added over 30 min. The final mixture was stirred at room temperature for 1 h and extracted with Et2O (3×). The combined organic extracts were washed with brine, dried over MgSO4, fi... The reactants are N[C@@H]1C(N(CCCC1)C(CC1=CC=CC=C1)C(=O)O)=O (3-(S)-amino-1-[1-carboxy-2-phenylethyl]perhydroazepin-2-one), O=C(C(=O)O)CCC1=CC=CC=C1 (2-oxo-4-phenylbutyric acid), C(#N)[BH3-].[Na+] (sodium cyanoborohydride). The product is C(=O)(O)C(CC1=CC=CC=C1)N1C([C@H](CCCC1)NC(CCC1=CC=CC=C1)C(=O)O)=O (1-[1-carboxy-2-phenylethyl]-3-(S)-[(1-carboxy-3-phenylpropyl)amino]perhydroazepin-2-one). As a reaction SMILES: [NH2:1][C@H:2]1[CH2:8][CH2:7][CH2:6][CH2:5][N:4]([CH:9]([C:17]([OH:19])=[O:18])[CH2:10][C:11]2[CH:16]=[CH:15][CH:14]=[CH:13][CH:12]=2)[C:3]1=[O:20].O=[C:22]([CH2:26][CH2:27][C:28]1[CH:33]=[CH:32][CH:31]=[CH:30][CH:29]=1)[C:23]([OH:25])=[O:24].C([BH3-])#N.[Na+]>>[C:17]([CH:9]([N:4]1[CH2:5][CH2:6][CH2:7][CH2:8][C@H:2]([NH:1][CH:22]([C:23]([OH:25])=[O:24])[CH2:26][CH2:27][C:28]2[CH:29]=[CH:30][CH:31]=[CH:32][CH:33]=2)[C:3]1=[O:20])[CH2:10][C:11]1[CH:16]=[CH:15][CH:14]=[CH:13][CH:12]=1)([OH:19])=[O:18] |f:2.3|. Procedure details: Methyl 2-oxo-3-phenylpropionate and α-t-Boc-L-lysine are condensed in the presence of sodium cyanoborohydride as described in Example 19. Subsequent ring closure to 3-(S)-t-butoxycarbonylamino-1-[1-carbomethoxy-2-phenylethyl]perhydroazepin-2-one is carried out as described in Example 3. Saponification of the methyl ester followed by removal of the t-butoxycarbonyl group affords 3-(S)-amino-1-[1-carboxy-2-phenylethyl]perhydroazepin-2-one. The caprolactam and 2-oxo-4-phenylbutyric acid are condens... Reactants: CON=C1CCC2=C(C=CC=C12)Br (4-Bromoindan-1-one O-methyloxime), N1CCCCC1 (piperidine), CC(C)([O-])C.[Na+] (sodium tert-butoxide), C=1C=CC(=CC1)P(C=2C=CC=CC2)C3=CC=C4C=CC=CC4=C3C5=C6C=CC=CC6=CC=C5P(C=7C=CC=CC7)C=8C=CC=CC8 (BINAP). The reagents and catalysts are C=1C=CC(=CC1)/C=C/C(=O)/C=C/C2=CC=CC=C2.C=1C=CC(=CC1)/C=C/C(=O)/C=C/C2=CC=CC=C2.C=1C=CC(=CC1)/C=C/C(=O)/C=C/C2=CC=CC=C2.[Pd].[Pd] (Pd2(dba)3). Solvent: O1CCOCC1 (dioxane). Conditions: temperature 170 celsius. Yields the product CON=C1CCC2=C(C=CC=C12)N1CCCCC1 (4-Piperidin-1-yl-indan-1-one O-methyl-oxime). Reaction SMILES: [CH3:1][O:2][N:3]=[C:4]1[C:12]2[C:7](=[C:8](Br)[CH:9]=[CH:10][CH:11]=2)[CH2:6][CH2:5]1.[NH:14]1[CH2:19][CH2:18][CH2:17][CH2:16][CH2:15]1.CC(C)([O-])C.[Na+].C1C=CC(P(C2C(C3C(P(C4C=CC=CC=4)C4C=CC=CC=4)=CC=C4C=3C=CC=C4)=C3C(C=CC=C3)=CC=2)C2C=CC=CC=2)=CC=1>O1CCOCC1.C1C=CC(/C=C/C(/C=C/C2C=CC=CC=2)=O)=CC=1.C1C=CC(/C=C/C(/C=C/C2C=CC=CC=2)=O)=CC=1.C1C=CC(/C=C/C(/C=C/C2C=CC=CC=2)=O)=CC=1.[Pd].[Pd]>[CH3:1][O:2][N:3]=[C:4]1[C:12]2[C:7](=[C:8]([N:14]3[CH2:19][CH2:18][CH2:17][CH2:16][CH2:15]3)[CH:9]=[CH:10][CH:11]=2)[CH2:6][CH2:5]1 |f:2.3,6.7.8.9.10|. Reported procedure: 4-Bromoindan-1-one O-methyloxime (6.40 g, 26.7 mmol) was added to a mixture of piperidine (2.72 g, 31.9 mmol), sodium tert-butoxide (3.84 g, 40.0 mmol), Pd2(dba)3 (0.74 g, 0.81 mmol) and BINAP (1.49 g, 2.39 mmol) in dioxane (50 mL) under nitrogen atmosphere. The stirred mixture was heated at 170° C. for 5 minutes on the microwave. After cooling to ambient temperature, the reaction mixture was filtered through celite, then silica gel with 25% ethyl acetate in hexane. The filtrate was concentrated... Reactants: ClC=1C=C(CO)C=C(C1O)OC (3-chloro-4-hydroxy-5-methoxybenzyl alcohol), BrC1=C(C=CC=C1)CC(=O)OC (methyl 2-bromophenylacetate), C([O-])([O-])=O.[K+].[K+] (potassium carbonate). Run in CC(=O)C (acetone). The product is ClC1=C(OC(C(=O)OC)C2=CC=CC=C2)C(=CC(=C1)CO)OC (Methyl 2-(2-Chloro-4-Hydroxymethyl-6-Methoxyphenoxy)-2-Phenylacetate). Yield: 63.9%. RXN SMILES: [Cl:1][C:2]1[CH:3]=[C:4]([CH:7]=[C:8]([O:11][CH3:12])[C:9]=1[OH:10])[CH2:5][OH:6].Br[C:14]1[CH:19]=[CH:18][CH:17]=[CH:16][C:15]=1[CH2:20][C:21]([O:23][CH3:24])=[O:22].C(=O)([O-])[O-].[K+].[K+]>CC(C)=O>[Cl:1][C:2]1[CH:3]=[C:4]([CH2:5][OH:6])[CH:7]=[C:8]([O:11][CH3:12])[C:9]=1[O:10][CH:20]([C:15]1[CH:16]=[CH:17][CH:18]=[CH:19][CH:14]=1)[C:21]([O:23][CH3:24])=[O:22] |f:2.3.4|. Reported procedure: To a solution of 0.500 g (2.65 mmol) of 3-chloro-4-hydroxy-5-methoxybenzyl alcohol (Bader) and 0.668 g (1.1 eq) of methyl 2-bromophenylacetate dissolved in 5 mL acetone was added 0.733 g (2 eq) of anhydrous potassium carbonate and the reaction mixture was stirred and refluxed overnight. The reaction mixture was cooled to room temperature, filtered and evaporated in vacuo. The residual oil was purified on a silica gel flash chromatography column eluted with 35% ethyl acetate/hexane to afford 0.57...